This data is from the Open Reaction Database (ORD), a public repository of structured organic reaction records. The task is: describe an organic reaction: reactants, conditions, products, and yield Starting materials: amino acids, N[C@@H](CC1=CC=CC=C1)C(=O)O (Phe), N([C@@H](CC1=CC=CC=C1)C(=O)OC1=C(F)C(F)=C(F)C(F)=C1F)C(=O)OCC1C2=CC=CC=C2C2=CC=CC=C12 (Fmoc-Phe-OPfp), C=1C=CC2=C(C1)N=NN2O (HOBt), resin B, Fmoc, C1(=CC=CC=C1)SC (thioanisole), amide, N[C@@H](CC1=CC=CC=C1)C(=O)O (phenylalanine), resin B, amino acid. The solvent is CN(C)C=O (DMF). Run at time 1 hour. Yields the product N[C@@H](CC1=CC=CC=C1)C(=O)N (H-Phe-NH2). Reaction SMILES: [NH:1](C(OCC1C2C(=CC=CC=2)C2C1=CC=CC=2)=O)[C@H:2]([C:10]([O:12]C1C(F)=C(F)C(F)=C(F)C=1F)=O)[CH2:3][C:4]1[CH:9]=[CH:8][CH:7]=[CH:6][CH:5]=1.C1C=CC2N(O)N=[N:47]C=2C=1.N[C@H](C(O)=O)CC1C=CC=CC=1.C1(SC)C=CC=CC=1>CN(C=O)C>[NH2:1][C@H:2]([C:10]([NH2:47])=[O:12])[CH2:3][C:4]1[CH:9]=[CH:8][CH:7]=[CH:6][CH:5]=1. Procedure details: Fmoc-Phe-OPfp (0.5 mmol) and HOBt (0.5 mmol) were added to a suspension of resin B (prepared from 185 mg, 0.1 mmol of the Fmoc-derivative) in DMF (5 ml) and the mixture was shaken for 1 hour. The resin was successively washed with DMF (5 ml×5), then treated with 20% piperidine in DMF (5ml) for 15 min. The treated resin was washed with DMF (5 ml×5) and CH2Cl2 (5 ml×5) and dried in vacuo; yield 179 mg. The dried resin (5 mg) was treated with 1 M thioanisole/TFA-m-cresole (100 μl-10 μl) at 28° C. f...